This data is from the Open Reaction Database (ORD), a public repository of structured organic reaction records. The task is: describe an organic reaction: reactants, conditions, products, and yield Starting materials: BrC1=CC(=CS1)C(=O)O (5-bromo-thiophene-3-carboxylic acid), FC1=CC=C(C=C1)CCNC ([2-(4-fluorophenyl)-ethyl]methyl-amine), Cl.C(C)N=C=NCCCN(C)C (1-Ethyl-3-(3-dimethylamino propyl)-carbodiimide.hydrochloride). The solvent is ClCCl (dichloromethane). Run at time 1.5 hour. Product: FC1=CC=C(C=C1)CCNC(=O)C1=CSC(=C1)Br (5-Bromo-thiophene-3-carboxylic acid [2-(4-fluorophenyl)-ethyl]-amide). RXN SMILES: [Br:1][C:2]1[S:6][CH:5]=[C:4]([C:7]([OH:9])=O)[CH:3]=1.[F:10][C:11]1[CH:16]=[CH:15][C:14]([CH2:17][CH2:18][NH:19]C)=[CH:13][CH:12]=1.Cl.C(N=C=NCCCN(C)C)C>ClCCl>[F:10][C:11]1[CH:16]=[CH:15][C:14]([CH2:17][CH2:18][NH:19][C:7]([C:4]2[CH:3]=[C:2]([Br:1])[S:6][CH:5]=2)=[O:9])=[CH:13][CH:12]=1 |f:2.3|. Procedure: To a solution of 5-bromo-thiophene-3-carboxylic acid (5 g) and [2-(4-fluorophenyl)-ethyl]methyl-amine (the compound of Preparation Example 14) (3.7 g) in dichloromethane (150 mL) was added 1-Ethyl-3-(3-dimethylamino propyl)-carbodiimide.hydrochloride (5.1 g) was added. After stirring for 1.5 hours, the residue resulting from evaporation of the reaction solution in vacuo was purified by silica gel column chromatography (hexane/ethyl acetate), and the title compound (6 g) was obtained as a colorle... Reactants: ClC1=CC=CC=2N1C=CN2 (5-chloroimidazo[1,2-a]pyridine), ClC(C(=O)Cl)(Cl)Cl (trichloroacetyl chloride). The solvent is C(Cl)(Cl)Cl (chloroform). The yield is 8.3%. The reagents and catalysts are CN(C1=CC=NC=C1)C (4-dimethylaminopyridine). The product is ClC1=CC=CC=2N1C(=CN2)C(C(Cl)(Cl)Cl)=O (5-Chloro-3-trichloroacetylimidazo[1,2-a]pyridine). Procedure details: To a solution of 45.77 g (0.30 mol) of 5-chloroimidazo[1,2-a]pyridine and 120.9 g (0.99 mol) of 4-dimethylaminopyridine in 500 ml of chloroform was added dropwise 163.5 g (0.90 mol) of trichloroacetyl chloride. The mixture was heated for 43 hours under reflux. After cooling, the reaction mixture was washed with an aqueous solution of sodium hydrogencarbonate, dried over anhydrous magnesium sulfate. The solvent was distilled off, and the residue was purified by column chromatography (eluent: ethy... Reaction SMILES: [Cl:1][C:2]1[N:7]2[CH:8]=[CH:9][N:10]=[C:6]2[CH:5]=[CH:4][CH:3]=1.[Cl:11][C:12]([Cl:17])([Cl:16])[C:13](Cl)=[O:14]>CN(C)C1C=CN=CC=1.C(Cl)(Cl)Cl>[Cl:1][C:2]1[N:7]2[C:8]([C:13](=[O:14])[C:12]([Cl:17])([Cl:16])[Cl:11])=[CH:9][N:10]=[C:6]2[CH:5]=[CH:4][CH:3]=1. Product: N=C(N)Nc1cccc(NC(=C2C(=O)Nc3ccccc32)c2ccccc2)c1. RXN SMILES: [CH3:30][CH2:31][OH:32].[ClH:29].[NH2:1][c:2]1[cH:3][c:4]([NH:8][C:9]([c:10]2[cH:11][cH:12][cH:13][cH:14][cH:15]2)=[C:16]2[C:17](=[O:25])[NH:18][c:19]3[cH:20][cH:21][cH:22][cH:23][c:24]32)[cH:5][cH:6][cH:7]1.[NH2:26][C:27]#[N:28]>>[NH:1]([c:2]1[cH:3][c:4]([NH:8][C:9]([c:10]2[cH:11][cH:12][cH:13][cH:14][cH:15]2)=[C:16]2[C:17](=[O:25])[NH:18][c:19]3[cH:20][cH:21][cH:22][cH:23][c:24]32)[cH:5][cH:6][cH:7]1)[C:27](=[NH:26])[NH2:28]. Starting materials: CCO, Cl, Nc1cccc(NC(=C2C(=O)Nc3ccccc32)c2ccccc2)c1, N#CN. Reaction SMILES: [CH3:38][O:39][c:40]1[cH:41][cH:42][c:43]([P:44]2(=[S:47])[S:45][P:46]([c:48]3[cH:49][cH:50][c:51]([O:52][CH3:53])[cH:54][cH:55]3)(=[S:56])[S:57]2)[cH:58][cH:59]1.[F:1][c:2]1[c:3]([NH:9][S:10](=[O:11])(=[O:12])[c:13]2[cH:14][cH:15][c:16](-[c:19]3[cH:20][c:21]4[c:22]([n:23][cH:24]3)[nH:25][c:26]([CH2:28][CH2:29][CH:30]3[NH:31][C:32](=[O:37])[CH2:33][CH2:34][CH2:35][CH2:36]3)[n:27]4)[cH:17][cH:18]2)[cH:4][cH:5][c:6]([CH3:8])[cH:7]1.[O:60]1[CH2:61][CH2:62][O:63][CH2:64][CH2:65]1>>[F:1][c:2]1[c:3]([NH:9][S:10](=[O:11])(=[O:12])[c:13]2[cH:14][cH:15][c:16](-[c:19]3[cH:20][c:21]4[c:22]([n:23][cH:24]3)[nH:25][c:26]([CH2:28][CH2:29][CH:30]3[NH:31][C:32](=[S:47])[CH2:33][CH2:34][CH2:35][CH2:36]3)[n:27]4)[cH:17][cH:18]2)[cH:4][cH:5][c:6]([CH3:8])[cH:7]1. The reactants are COc1ccc(P2(=S)SP(=S)(c3ccc(OC)cc3)S2)cc1, Cc1ccc(NS(=O)(=O)c2ccc(-c3cnc4[nH]c(CCC5CCCCC(=O)N5)nc4c3)cc2)c(F)c1, C1COCCO1. Yields the product Cc1ccc(NS(=O)(=O)c2ccc(-c3cnc4[nH]c(CCC5CCCCC(=S)N5)nc4c3)cc2)c(F)c1. The reactants are BrC=1C=CC=2NC3=CC=C(C=C3SC2C1)Br (3,7-dibromophenothiazine), C(Cl)(Cl)Cl (chloroform), S(=O)(=O)(Cl)Cl (Sulfuryl chloride). Run at time 36 hour. Yields the product BrC=1C=C(C=2NC3=C(C=C(C=C3SC2C1)Br)Cl)Cl (3,7-Dibromo-1,9-dichloro-10H-phenothiazine). Reaction SMILES: [Br:1][C:2]1[CH:3]=C[C:5]2[NH:6][C:7]3[C:12]([S:13][C:14]=2[CH:15]=1)=[CH:11][C:10]([Br:16])=[CH:9][CH:8]=3.S(Cl)([Cl:20])(=O)=O.[CH:22]([Cl:25])(Cl)Cl>>[Br:1][C:2]1[CH:3]=[C:22]([Cl:25])[C:5]2[NH:6][C:7]3[C:12]([S:13][C:14]=2[CH:15]=1)=[CH:11][C:10]([Br:16])=[CH:9][C:8]=3[Cl:20]. Reported procedure: The 3,7-dibromophenothiazine (6.25 g, 17.5 mmol) was dissolved in 200 mL of chloroform (CHCl3). Sulfuryl chloride (SO2Cl2, 3.13 mL, 38.5 mmol) was added dropwise over 15 min. The dark mixture was stirred at RT for 36 h. The mixture was then filtered and the solid washed with CHCl3. The solid was collected and stirred in Et2O and the resulting green solid was filtered off and dried under vacuum to give a quantitative yield of the desired product. The reactants are C(C1=CC=CC=C1)OC1=CC=C(C=O)C=C1 (4-benzyloxybenzaldehyde), C1(CCCC1)NO (N-cyclopentylhydroxylamine), 4A. The solvent is C(Cl)(Cl)Cl (chloroform). Run at time 48 hour. The product is C(C1=CC=CC=C1)OC1=CC=C(C=C1)C=[N+]([O-])C1CCCC1 (α-(4Benzyloxyphenyl)-N-cyclopentylnitrone). Isolated yield 85.1%. As a reaction SMILES: [CH2:1]([O:8][C:9]1[CH:16]=[CH:15][C:12]([CH:13]=O)=[CH:11][CH:10]=1)[C:2]1[CH:7]=[CH:6][CH:5]=[CH:4][CH:3]=1.[CH:17]1([NH:22][OH:23])[CH2:21][CH2:20][CH2:19][CH2:18]1>C(Cl)(Cl)Cl>[CH2:1]([O:8][C:9]1[CH:16]=[CH:15][C:12]([CH:13]=[N+:22]([CH:17]2[CH2:21][CH2:20][CH2:19][CH2:18]2)[O-:23])=[CH:11][CH:10]=1)[C:2]1[CH:7]=[CH:6][CH:5]=[CH:4][CH:3]=1. Reported procedure: A mixture of 4-benzyloxybenzaldehyde (20 g, 94.23 mmol), N-cyclopentylhydroxylamine (14.3 g, 141.34 mmol), molecular sieves (60 g, 4A) and silica gel (15 g) in chloroform (300 mL) was stirred at room temperature under argon atmosphere for 48 hrs and then was refluxed for an additional 3 hrs. The mixture was filtered and rotary evaporated to give crystals which were recrystallized from hexanes and EtOAc to provide the title compound as white crystals, 23.7 g, 85.1 % yield), m.p. 115.1 ° C. (Rf =0...